Dataset: the Open Reaction Database (ORD), a public repository of structured organic reaction records. Task: describe an organic reaction: reactants, conditions, products, and yield The reactants are C([O-])([O-])=O.[K+].[K+] (Potassium carbonate), CB1OB(OB(O1)C)C (trimethylboroxin), BrC1=C2C(=CN(C2=CC=C1)CCCOC)CN(C(OC(C)(C)C)=O)C1CC1 (tert-butyl {[4-bromo-1-(3-methoxypropyl)-1H-indol-3-yl]methyl}cyclopropylcarbamate). Reagents/catalysts: Cl[Pd]Cl.C1(=CC=CC=C1)P(C1=CC=CC=C1)[C-]1C=CC=C1.[C-]1(C=CC=C1)P(C1=CC=CC=C1)C1=CC=CC=C1.[Fe+2] (bis(diphenylphosphino)ferrocene dichloropalladium (II)). The solvent is O1CCOCC1 (1,4-dioxane), O (water). Reaction conditions: temperature 110 celsius, time 4 hour. The product is C1(CC1)N(C(OC(C)(C)C)=O)CC1=CN(C2=CC=CC(=C12)C)CCCOC (tert-butyl cyclopropyl{[1-(3-methoxypropyl)-4-methyl-1H-indol-3-yl]methyl}carbamate). Isolated yield 96.9%. Reaction SMILES: [C:1](=O)([O-])[O-].[K+].[K+].CB1OB(C)OB(C)O1.Br[C:17]1[CH:25]=[CH:24][CH:23]=[C:22]2[C:18]=1[C:19]([CH2:31][N:32]([CH:40]1[CH2:42][CH2:41]1)[C:33](=[O:39])[O:34][C:35]([CH3:38])([CH3:37])[CH3:36])=[CH:20][N:21]2[CH2:26][CH2:27][CH2:28][O:29][CH3:30]>O1CCOCC1.O.Cl[Pd]Cl.C1(P([C-]2C=CC=C2)C2C=CC=CC=2)C=CC=CC=1.[C-]1(P(C2C=CC=CC=2)C2C=CC=CC=2)C=CC=C1.[Fe+2]>[CH:40]1([N:32]([CH2:31][C:19]2[C:18]3[C:22](=[CH:23][CH:24]=[CH:25][C:17]=3[CH3:1])[N:21]([CH2:26][CH2:27][CH2:28][O:29][CH3:30])[CH:20]=2)[C:33](=[O:39])[O:34][C:35]([CH3:36])([CH3:37])[CH3:38])[CH2:42][CH2:41]1 |f:0.1.2,7.8.9.10|. Procedure details: Potassium carbonate (207 mg), trimethylboroxin (175 μL) and bis(diphenylphosphino)ferrocene dichloropalladium (II) (40.8 mg) were added to a solution of tert-butyl {[4-bromo-1-(3-methoxypropyl)-1H-indol-3-yl]methyl}cyclopropylcarbamate (218 mg) in 1,4-dioxane (14.5 ml) and the mixture was stirred at 110° C. under argon atmosphere for 4 hours. After being cooled to room temperature, the reaction mixture was diluted with water and the mixture was extracted with ethyl acetate. The organic layer was... Reactants: ClC(C(=O)OC)[C@@H](CCCCCCCCCCCCCCC)O (Methyl (3R)-2-Chloro-3-hydroxyoctadecanoate), ClC(C(=O)OC)[C@@H](CC)O (Methyl (3R)-2-Chloro-3-hydroxypentanoate), ClC(C(=O)OC)[C@@H](CCCCCCCCCCCCCCC)O (Methyl (3R)-2-Chloro-3-hydroxyoctadecanoate), C[O-].[Na+] (sodium methoxide). The solvent is CO (methanol), CO (methanol), CO (methanol). Run at time 1 hour. Yields the product O1[C@H](C(=O)OC)[C@H]1CCCCCCCCCCCCCCC (Methyl (2S,3R)-2,3-Epoxyoctadecanoate). The yield is 70.5%. RXN SMILES: Cl[CH:2]([C@H:7]([OH:23])[CH2:8][CH2:9][CH2:10][CH2:11][CH2:12][CH2:13][CH2:14][CH2:15][CH2:16][CH2:17][CH2:18][CH2:19][CH2:20][CH2:21][CH3:22])[C:3]([O:5][CH3:6])=[O:4].ClC([C@H](O)CC)C(OC)=O.C[O-].[Na+]>CO>[O:23]1[C@H:7]([CH2:8][CH2:9][CH2:10][CH2:11][CH2:12][CH2:13][CH2:14][CH2:15][CH2:16][CH2:17][CH2:18][CH2:19][CH2:20][CH2:21][CH3:22])[C@H:2]1[C:3]([O:5][CH3:6])=[O:4] |f:2.3|. Procedure: To 1.3 l of methanol solution of 262 g (0.75 mol) of the methyl (3R)-2-chloro-3-hydroxyoctadecanoate (VIII) obtained in (2) above was added dropwise 150 g (0.777 mol) of a 28% methanol solution of sodium methoxide at 0 to 5° C. The mixture was stirred at room temperature for 1 hour. After confirming disappearance of the compound (VIII) by TLC, methanol was evaporated. The concentrate was cooled, adjusted to pH 8 to 9 with 1.2 l of a phosphate buffer, and extracted with 3 l of isopropyl ether. Is... The reactants are CC(C)CCC1(c2ccccc2)CC(O)=C(Br)C(=O)O1, C1CCNCC1, CC(C)c1ccccc1S, ClCCl. Product: CC(C)CCC1(c2ccccc2)CC(O)=C(Sc2ccccc2C(C)C)C(=O)O1. RXN SMILES: [Br:1][C:2]1=[C:7]([OH:8])[CH2:6][C:5]([c:9]2[cH:10][cH:11][cH:12][cH:13][cH:14]2)([CH2:15][CH2:16][CH:17]([CH3:18])[CH3:19])[O:4][C:3]1=[O:20].[CH2:31]1[CH2:32][CH2:33][NH:34][CH2:35][CH2:36]1.[CH:21]([CH3:22])([CH3:23])[c:24]1[c:25]([SH:30])[cH:26][cH:27][cH:28][cH:29]1.[Cl:37][CH2:38][Cl:39]>>[C:2]1([S:30][c:25]2[c:24]([CH:21]([CH3:22])[CH3:23])[cH:29][cH:28][cH:27][cH:26]2)=[C:7]([OH:8])[CH2:6][C:5]([c:9]2[cH:10][cH:11][cH:12][cH:13][cH:14]2)([CH2:15][CH2:16][CH:17]([CH3:18])[CH3:19])[O:4][C:3]1=[O:20]. Reported procedure: To a mixture of 1-(4-bromophenyl)piperidin-4-one (200 mg, 0.79 mmol), dimethylamine (0.80 mL, 1.57 mmol, 2M in THF), and acetic acid (0.20 mL, 3.15 mmol) in DCE (8 mL) was added sodium triacetoxyborohydride (250 mg, 1.18 mmol) at rt. The resulting mixture was stirred at rt for 2.5 h. The reaction was quenched with sat. NaHCO3 solution, extracted with CH2Cl2, dried over MgSO4, filtered, and concentrated to give a yellow oil. The title compound was isolated by silica gel chromatography (EtOAc to M... Conditions: time 2.5 hour. Isolated yield 63.0%. As a reaction SMILES: [Br:1][C:2]1[CH:7]=[CH:6][C:5]([N:8]2[CH2:13][CH2:12][C:11](=O)[CH2:10][CH2:9]2)=[CH:4][CH:3]=1.[CH3:15][NH:16][CH3:17].C(O)(=O)C.C(O[BH-](OC(=O)C)OC(=O)C)(=O)C.[Na+]>ClCCCl.CO.C(Cl)Cl.CCOC(C)=O>[Br:1][C:2]1[CH:7]=[CH:6][C:5]([N:8]2[CH2:13][CH2:12][CH:11]([N:16]([CH3:17])[CH3:15])[CH2:10][CH2:9]2)=[CH:4][CH:3]=1 |f:3.4,6.7|. Yields the product BrC1=CC=C(C=C1)N1CCC(CC1)N(C)C (1-(4-bromophenyl)-N,N-dimethylpiperidin-4-amine), solid. Run in CO.C(Cl)Cl (MeOH CH2Cl2), CCOC(=O)C (EtOAc), ClCCCl (DCE). The reactants are C(C)(=O)O[BH-](OC(C)=O)OC(C)=O.[Na+] (sodium triacetoxyborohydride), BrC1=CC=C(C=C1)N1CCC(CC1)=O (1-(4-bromophenyl)piperidin-4-one), CNC (dimethylamine), C(C)(=O)O (acetic acid). Reactants: COC1=NC=C(C(=C1)N)[N+](=O)[O-] (2-methoxy-5-nitropyridin-4-amine), CO (methanol). Reagents/catalysts: [Pd] (Pd/C). Yields the product COC1=CC2=C(C=N1)N=CN2 (6-Methoxy-1H-imidazo[4,5-c]pyridine). Reaction SMILES: [CH3:1][O:2][C:3]1[CH:8]=[C:7]([NH2:9])[C:6]([N+:10]([O-])=O)=[CH:5][N:4]=1.[CH3:13]O>[Pd]>[CH3:1][O:2][C:3]1[N:4]=[CH:5][C:6]2[N:10]=[CH:13][NH:9][C:7]=2[CH:8]=1. Reported procedure: A solution of 15.51 g of 2-methoxy-5-nitropyridin-4-amine (example E7) in 1.55 I methanol was treated with 4.65 g Pd/C (10% Pd) and hydrogenated for 12 h under atmospheric pressure. The reaction mixture was filtered through a plug of CELITE® (diatomaceous earth) and the filtrate was concentrated under vacuum. The resulting residue was treated with 181 ml formic acid and the mixture was refluxed for 50 h. The formic acid was distilled off and the residue was repeatedly purified by flash chromatog... Starting materials: FC=1C=C(C=CC1)S(=O)(=O)C1=CC=C2CC[C@@H](OC2=C1)COS(=O)(=O)C (methanesulfonic acid (R)-7-(3-fluoro-benzenesulfonyl)-chroman-2-ylmethyl ester), O.CN (methylamine hydrate). Reaction conditions: temperature 100 celsius. Yields the product FC=1C=C(C=CC1)S(=O)(=O)C1=CC=C2CC[C@@H](OC2=C1)CNC ([(R)-7-(3-fluoro-benzenesulfonyl)-chroman-2-ylmethyl]-methyl-amine). Isolated yield 97.0%. As a reaction SMILES: [F:1][C:2]1[CH:3]=[C:4]([S:8]([C:11]2[CH:20]=[C:19]3[C:14]([CH2:15][CH2:16][C@H:17]([CH2:21]OS(C)(=O)=O)[O:18]3)=[CH:13][CH:12]=2)(=[O:10])=[O:9])[CH:5]=[CH:6][CH:7]=1.O.[CH3:28][NH2:29]>>[F:1][C:2]1[CH:3]=[C:4]([S:8]([C:11]2[CH:20]=[C:19]3[C:14]([CH2:15][CH2:16][C@H:17]([CH2:21][NH:29][CH3:28])[O:18]3)=[CH:13][CH:12]=2)(=[O:10])=[O:9])[CH:5]=[CH:6][CH:7]=1 |f:1.2|. Reported procedure: A mixture of methanesulfonic acid (R)-7-(3-fluoro-benzenesulfonyl)-chroman-2-ylmethyl ester (1.145 g, 2.86 mmol) and methylamine hydrate (10.mL) was heated in a sealed tube at 100° C. for 24 hours. The mixture was cooled and extracted with methylene chloride. The combined organic layers were washed with water and brine, dried (Na2SO4), filtered and concentrated under reduced pressure. The residue was purified by flash chromatography (methylene chloride:MeOH 4:1) to give 0.932 g (97%) of [(R)-7-(... Starting materials: OC1=C2C=CN=CC2=CC=C1 (5-hydroxyisoquinoline), ( 1H ), ( 1H ), ( m ), ( m ), ( m ), BrC=1C=C(C=C(C1OC)OC)C=CC=O (3-(3-bromo-4,5-dimethoxyphenyl)-propenal), N1CCOCC1 (morpholine), ( 1H ). Product: BrC=1C=C(C=C(C1OC)OC)C1CC(OC2=C3C(=CC=C12)C=NC=C3)O (4-(3-Bromo-4,5-dimethoxyphenyl)-2-hydroxy-pyrido[3,4-h]chroman). Yield: 29.0%. As a reaction SMILES: [OH:1][C:2]1[CH:11]=[CH:10][CH:9]=[C:8]2[C:3]=1[CH:4]=[CH:5][N:6]=[CH:7]2.[Br:12][C:13]1[CH:14]=[C:15]([CH:23]=[CH:24][CH:25]=[O:26])[CH:16]=[C:17]([O:21][CH3:22])[C:18]=1[O:19][CH3:20].N1CCOCC1>>[Br:12][C:13]1[CH:14]=[C:15]([CH:23]2[C:11]3[C:2](=[C:3]4[CH:4]=[CH:5][N:6]=[CH:7][C:8]4=[CH:9][CH:10]=3)[O:1][CH:25]([OH:26])[CH2:24]2)[CH:16]=[C:17]([O:21][CH3:22])[C:18]=1[O:19][CH3:20]. Procedure: The title compound was prepared following the procedure in Example 18 from 5-hydroxyisoquinoline (9 mg; 0.062 mmol) and 3-(3-bromo-4,5-dimethoxyphenyl)-propenal (30 mg; 0.11 mmol) using morpholine as a base (10 μl; 0.11 mmol) (yield: 29%). 1H NMR (acetone-d6): 9.16 (s, 1H), 8.50 and 8.49 (d each, J=5.7 Hz; 1H), 7.95 (d, J=6.4 Hz) and 7.94 (d, J=5.9 Hz) (1H), 7.51 (d, J=8.4 Hz) and 7.49 (d, J=7.0 Hz) (1H), 6.98-7.07 (m, 3H), 6.65 (d, J=6.6 Hz) and 6.59 (d, J=3.9 Hz) (1H), 5.91-5.93 (m) and 5.74-5...